From a dataset of the Open Reaction Database (ORD), a public repository of structured organic reaction records. describe an organic reaction: reactants, conditions, products, and yield The reactants are C(C)(=O)SC(CC(C)=O)(C)C (4-Acetylthio-4-methylpentan-2-one), ice water, CO (methanol), [BH4-].[Na+] (NaBH4), O([Na])C (NaOCH3), CO (methanol). Run in O (water). Run at time 8 hour. The product is C(C)(=O)OC(C)CC(C)(C)S (4-mercapto-4-methylpent-2-yl acetate). Isolated yield 52.5%. As a reaction SMILES: C([S:4][C:5]([CH3:11])([CH3:10])[CH2:6][C:7](=[O:9])[CH3:8])(=O)C.[BH4-].[Na+].[O:14]([CH3:16])[Na].[CH3:17]O>O>[C:16]([O:9][CH:7]([CH2:6][C:5]([SH:4])([CH3:10])[CH3:11])[CH3:8])(=[O:14])[CH3:17] |f:1.2|. Reported procedure: 4-Acetylthio-4-methylpentan-2-one (17 g, prepared as described by R. Brown, W. E. Jones and A. R. Pinder, J. Chem. Soc. 1951, 2123), was dissolved in 25 ml of methanol. A solution of 1.945 g of NaBH4 and of 0.1 g of NaOCH3 in 25 ml of methanol was added dropwise through a dropping funnel, keeping the temperature of the reaction mixture between 10° and 25° C. by occasionally cooling with ice water. After standing overnight the reaction mixture was diluted with a same volume of water and extracted... Reactants: Cl.C(C)N=C=NCCCN(C)C (N1-((ethylimino)methylene)-N3,N3-dimethylpropane-1,3-diamine hydrochloride), N1(N=NC2=C1C=CC=C2)O (1H-benzo[d][1,2,3]triazol-1-ol), ClC1=CC=C(CN2C(=CC3=CC=CC=C23)C(=O)N2CCC(CC2)C(=O)O)C=C1 (1-(1-(4-chlorobenzyl)-1H-indole-2-carbonyl)piperidine-4-carboxylic acid), C(C)N(C(C)C)C(C)C (N-ethyl-N-isopropylpropan-2-amine), N1=C(C=CC=C1)CCN (2-(pyridin-2-yl)ethanamine). Solvent: O (water), C(C)(=O)OCC (ethyl acetate), C(Cl)Cl (DCM), C(Cl)Cl (DCM). Product: ClC1=CC=C(CN2C(=CC3=CC=CC=C23)C(=O)N2CCC(CC2)C(=O)NCCC2=NC=CC=C2)C=C1 (1-(1-(4-chlorobenzyl)-1H-indole-2-carbonyl)-N-(2-(pyridin-2-yl)ethyl)piperidine-4-carboxamide). RXN SMILES: Cl.C(N=C=NCCCN(C)C)C.N1(O)C2C=CC=CC=2N=N1.[Cl:23][C:24]1[CH:50]=[CH:49][C:27]([CH2:28][N:29]2[C:37]3[C:32](=[CH:33][CH:34]=[CH:35][CH:36]=3)[CH:31]=[C:30]2[C:38]([N:40]2[CH2:45][CH2:44][CH:43]([C:46]([OH:48])=O)[CH2:42][CH2:41]2)=[O:39])=[CH:26][CH:25]=1.C(N(C(C)C)C(C)C)C.[N:60]1[CH:65]=[CH:64][CH:63]=[CH:62][C:61]=1[CH2:66][CH2:67][NH2:68]>C(Cl)Cl.O.C(OCC)(=O)C>[Cl:23][C:24]1[CH:50]=[CH:49][C:27]([CH2:28][N:29]2[C:37]3[C:32](=[CH:33][CH:34]=[CH:35][CH:36]=3)[CH:31]=[C:30]2[C:38]([N:40]2[CH2:45][CH2:44][CH:43]([C:46]([NH:68][CH2:67][CH2:66][C:61]3[CH:62]=[CH:63][CH:64]=[CH:65][N:60]=3)=[O:48])[CH2:42][CH2:41]2)=[O:39])=[CH:26][CH:25]=1 |f:0.1|. Reported procedure: N1-((ethylimino)methylene)-N3,N3-dimethylpropane-1,3-diamine hydrochloride (235 mg, 1.228 mmol), 1H-benzo[d][1,2,3]triazol-1-ol (166 mg, 1.228 mmol), and 1-(1-(4-chlorobenzyl)-1H-indole-2-carbonyl)piperidine-4-carboxylic acid (390 mg, 0.982 mmol) were dissolved in 4.0 mL of DCM. The reaction was stirred for ten minutes before adding N-ethyl-N-isopropylpropan-2-amine (0.214 ml, 1.228 mmol) and 2-(pyridin-2-yl)ethanamine (100 mg, 0.819 mmol) as a 1.0 mL DCM solution. The reaction was stirred overn... Reactants: C(=O)(O)[O-].[Na+] (NaHCO3), C(#N)C1=CC(=C(C=N1)C(=O)OC)C(=O)OC (dimethyl 6-cyanopyridine-3,4-dicarboxylate), C(#N)C1=CC(=C(C=N1)C(=O)OC)C(=O)OC (dimethyl 6-cyanopyridine-3,4-dicarboxylate), [BH4-].[Li+] (lithium borohydride), solution. Reaction conditions: time 3 hour. The product is OCC1=CC(=NC=C1CO)C#N (4,5-Bis(hydroxymethyl)pyridine-2-carbonitrile). Solvent: CCO (EtOH), C1CCOC1 (THF). Procedure details: To a solution of dimethyl 6-cyanopyridine-3,4-dicarboxylate (2.00 g, 9.08 mmol) [Hashimoto et al. (1997) Heterocycles 46, 581] in EtOH (50 mL) was added lithium borohydride (4.54 mL of a 2 M solution in THF, 9.08 mmol) dropwise. The reaction mixture was stirred at ambient temperature for 3 h, and then cooled to 0° C. Saturated aqueous NaHCO3 (20 mL) was added slowly and the quenched mixture was extracted with EtOAc (9×100 mL). The combined organic extracts were dried over Na2SO4, filtered, and c... Reaction SMILES: [C:1]([C:3]1[N:8]=[CH:7][C:6]([C:9](OC)=[O:10])=[C:5]([C:13](OC)=[O:14])[CH:4]=1)#[N:2].[BH4-].[Li+].C([O-])(O)=O.[Na+]>CCO.C1COCC1>[OH:14][CH2:13][C:5]1[C:6]([CH2:9][OH:10])=[CH:7][N:8]=[C:3]([C:1]#[N:2])[CH:4]=1 |f:1.2,3.4|. The reactants are C(C)(=O)C=1C(=NC(=NC1)N)C (5-acetyl-2-Amino-4-methypyrimidine), CN(C)C(OC)OC (DMF-DMA). Yields the product CN(/C=C/C(=O)C=1C(=NC(=NC1)N=CN(C)C)C)C (N′-{5-[(2E)-3-(dimethylamino)prop-2-enoyl]-4-methylpyrimidin-2-yl}-N,N-dimethylimidoformamide). Yield: 61.0%. RXN SMILES: [C:1]([C:4]1[C:5]([CH3:11])=[N:6][C:7]([NH2:10])=[N:8][CH:9]=1)(=[O:3])[CH3:2].[CH3:12][N:13]([CH:15](OC)OC)[CH3:14]>>[CH3:12][N:13]([CH3:15])/[CH:14]=[CH:2]/[C:1]([C:4]1[C:5]([CH3:11])=[N:6][C:7]([N:10]=[CH:12][N:13]([CH3:15])[CH3:14])=[N:8][CH:9]=1)=[O:3]. Reported procedure: A solution of 5-acetyl-2-Amino-4-methypyrimidine (Alfa Aesar) (1.00 g, 6.62 mmol) in DMF-DMA (35.4 mL, 265 mmol) was heated at 120° C. for 18 hours. The reaction mixture was concentrated in vacuo, then was purified by Biotage™ silica gel chromatography [50 g SNAP column, 2-10% MeOH/DCM] to obtain a pale yellow solid as the desired product, which was dried over high vacuum for 1 hour (1.06 g, 61% yield). 1H NMR (400 MHz, DMSO-d6) δ ppm 2.42 (s, 3 H) 2.86 (br. s., 3 H) 3.03 (s, 3 H) 3.10 (br. s., ... The reactants are FC=1C=C(C(=O)N(C2=C(C=CC(=C2)OC)C2CC=3C=CC(=CC3CC2)OC(C(C)(C)C)=O)C(C)C)C=CC1O (pivalic acid 6-{2-[(3-fluoro-4-hydroxybenzoyl)isopropylamino]-4-methoxyphenyl}-5,6,7,8-tetrahydronaphthalen-2-yl ester), ClCC(=O)N(C)C1CCCCC1 (2-chloro-N-cyclohexyl-N-methylacetamide). Product: C1(CCCCC1)CNCCOC1=C(C=C(CN(C2=C(C=CC(=C2)OC)C2CC=3C=CC(=CC3CC2)O)C(C)C)C=C1)F (6-{2-{{4-[2-(Cyclohexylmethylamino)ethoxy]-3-fluorobenzyl}isopropylamino}-4-methoxyphenyl}-5,6,7,8-tetrahydronaphthalen-2-ol). The yield is 55.0%. As a reaction SMILES: [F:1][C:2]1[CH:3]=[C:4]([CH:36]=[CH:37][C:38]=1[OH:39])[C:5]([N:7]([CH:33]([CH3:35])[CH3:34])[C:8]1[CH:13]=[C:12]([O:14][CH3:15])[CH:11]=[CH:10][C:9]=1[CH:16]1[CH2:25][CH2:24][C:23]2[CH:22]=[C:21]([O:26]C(=O)C(C)(C)C)[CH:20]=[CH:19][C:18]=2[CH2:17]1)=O.ClCC(N([CH:46]1[CH2:51][CH2:50][CH2:49][CH2:48][CH2:47]1)C)=O>>[CH:46]1([CH2:8][NH:7][CH2:5][CH2:4][O:39][C:38]2[CH:37]=[CH:36][C:4]([CH2:5][N:7]([CH:33]([CH3:35])[CH3:34])[C:8]3[CH:13]=[C:12]([O:14][CH3:15])[CH:11]=[CH:10][C:9]=3[CH:16]3[CH2:25][CH2:24][C:23]4[CH:22]=[C:21]([OH:26])[CH:20]=[CH:19][C:18]=4[CH2:17]3)=[CH:3][C:2]=2[F:1])[CH2:47][CH2:48][CH2:49][CH2:50][CH2:51]1. Reported procedure: Synthesized from pivalic acid 6-{2-[(3-fluoro-4-hydroxybenzoyl)isopropylamino]-4-methoxyphenyl}-5,6,7,8-tetrahydronaphthalen-2-yl ester (25 mg) and 2-chloro-N-cyclohexyl-N-methylacetamide (18 mg) according to an analogous synthetic method to Example 404 and purified by LC-MS, the title compound (7.4 mg) was obtained.